The task is: describe an organic reaction: reactants, conditions, products, and yield. This data is from the Open Reaction Database (ORD), a public repository of structured organic reaction records. Reported procedure: According to particular aspects, synthesis of 44-(46S)-1-(benzylcarbamoyl)-8-(naphthalen-1-ylmethyl)-4,7-dioxooctahydro-1H-pyrazino[1,2-a]pyrimidin-6-yl)methyl)phenyl palmitate was achieved in analogy with above Example 10 except starting with a solution of (6 S)—N-benzyl-6-(4-hydroxybenzyl)-8-(naphthalen-1-ylmethyl)-4,7-dioxooctahydro-1H-pyrazino[1,2-a]pyrimidine-1-carboxamide, and reacting with tridecanoyl chloride to obtain the title compound. The product is C(CCCCCCCCCCCCCCC)(=O)OC1=CC=C(C=C1)C[C@H]1C(N(CC2N1C(CCN2C(NCC2=CC=CC=C2)=O)=O)CC2=CC=CC1=CC=CC=C21)=O (4-(((6S)-1-(benzylcarbamoyl)-8-(naphthalen-1-ylmethyl)-4,7-dioxooctahydro-1H-pyrazino[1,2-a]pyrimidin-6-yl)methyl)phenyl palmitate). Reaction SMILES: [C:1]([O:18][C:19]1[CH:24]=[CH:23][CH:22]=[CH:21][CH:20]=1)(=[O:17])[CH2:2][CH2:3][CH2:4][CH2:5][CH2:6][CH2:7][CH2:8][CH2:9][CH2:10][CH2:11][CH2:12][CH2:13][CH2:14][CH2:15][CH3:16].[CH2:25]([NH:32][C:33]([N:35]1[CH2:40][CH2:39][C:38](=[O:41])[N:37]2[C@@H:42]([CH2:58]C3C=CC(O)=CC=3)[C:43](=[O:57])[N:44]([CH2:46][C:47]3[C:56]4[C:51](=[CH:52][CH:53]=[CH:54][CH:55]=4)[CH:50]=[CH:49][CH:48]=3)[CH2:45][CH:36]12)=[O:34])[C:26]1[CH:31]=[CH:30][CH:29]=[CH:28][CH:27]=1.C(Cl)(=O)CCCCCCCCCCCC>>[C:1]([O:18][C:19]1[CH:20]=[CH:21][C:22]([CH2:58][C@@H:42]2[N:37]3[C:38](=[O:41])[CH2:39][CH2:40][N:35]([C:33](=[O:34])[NH:32][CH2:25][C:26]4[CH:31]=[CH:30][CH:29]=[CH:28][CH:27]=4)[CH:36]3[CH2:45][N:44]([CH2:46][C:47]3[C:56]4[C:51](=[CH:52][CH:53]=[CH:54][CH:55]=4)[CH:50]=[CH:49][CH:48]=3)[C:43]2=[O:57])=[CH:23][CH:24]=1)(=[O:17])[CH2:2][CH2:3][CH2:4][CH2:5][CH2:6][CH2:7][CH2:8][CH2:9][CH2:10][CH2:11][CH2:12][CH2:13][CH2:14][CH2:15][CH3:16]. Starting materials: C(CCCCCCCCCCCCCCC)(=O)OC1=CC=CC=C1 (phenyl palmitate), C(C1=CC=CC=C1)NC(=O)N1C2N(C(CC1)=O)[C@H](C(N(C2)CC2=CC=CC1=CC=CC=C21)=O)CC2=CC=C(C=C2)O ((6 S)—N-benzyl-6-(4-hydroxybenzyl)-8-(naphthalen-1-ylmethyl)-4,7-dioxooctahydro-1H-pyrazino[1,2-a]pyrimidine-1-carboxamide), C(CCCCCCCCCCCC)(=O)Cl (tridecanoyl chloride). Reactants: CO, C[Si](C)(C)Cl, [I-], [N-]=[N+]=NCCNc1nonc1-c1noc(=O)n1-c1cccc(C(F)(F)F)c1, [Na+], [Na+], [Na+], O, O=S([O-])([O-])=S. Product: I, NCCNc1nonc1-c1noc(=O)n1-c1cccc(C(F)(F)F)c1. As a reaction SMILES: [CH3:42][OH:43].[Cl:30][Si:31]([CH3:32])([CH3:33])[CH3:34].[I-:29].[N:1](=[N+:2]=[N-:3])[CH2:4][CH2:5][NH:6][c:7]1[c:8](-[c:12]2[n:13][o:14][c:15](=[O:27])[n:16]2-[c:17]2[cH:18][c:19]([C:23]([F:24])([F:25])[F:26])[cH:20][cH:21][cH:22]2)[n:9][o:10][n:11]1.[Na+:28].[Na+:40].[Na+:41].[OH2:44].[S:35]([O-:36])([O-:37])(=[O:38])=[S:39]>>[IH:29].[NH2:1][CH2:4][CH2:5][NH:6][c:7]1[c:8](-[c:12]2[n:13][o:14][c:15](=[O:27])[n:16]2-[c:17]2[cH:18][c:19]([C:23]([F:24])([F:25])[F:26])[cH:20][cH:21][cH:22]2)[n:9][o:10][n:11]1. Starting materials: NC1CCN(Cc2ccccc2)CC1, CCN(C(C)C)C(C)C, ClCCl, O=C(Cl)c1ccc(F)cc1. Yields the product O=C(NC1CCN(Cc2ccccc2)CC1)c1ccc(F)cc1. As a reaction SMILES: [CH2:1]([c:2]1[cH:3][cH:4][cH:5][cH:6][cH:7]1)[N:8]1[CH2:9][CH2:10][CH:11]([NH2:14])[CH2:12][CH2:13]1.[CH:28]([N:29]([CH:30]([CH3:31])[CH3:32])[CH2:33][CH3:34])([CH3:35])[CH3:36].[Cl:25][CH2:26][Cl:27].[F:15][c:16]1[cH:17][cH:18][c:19]([C:20](=[O:21])[Cl:22])[cH:23][cH:24]1>>[CH2:1]([c:2]1[cH:3][cH:4][cH:5][cH:6][cH:7]1)[N:8]1[CH2:9][CH2:10][CH:11]([NH:14][C:20]([c:19]2[cH:18][cH:17][c:16]([F:15])[cH:24][cH:23]2)=[O:21])[CH2:12][CH2:13]1. The reactants are [BH4-], C1CCOC1, COc1cc(N2CCCN(C(C)C)CC2)ccc1[N+](=O)[O-], CO, [Na+]. Yields the product COc1cc(N2CCCN(C(C)C)CC2)ccc1N. As a reaction SMILES: [BH4-:22].[CH2:24]1[O:25][CH2:26][CH2:27][CH2:28]1.[CH3:1][CH:2]([CH3:3])[N:4]1[CH2:5][CH2:6][N:7]([c:11]2[cH:12][c:13]([O:20][CH3:21])[c:14]([N+:17]([O-:18])=[O:19])[cH:15][cH:16]2)[CH2:8][CH2:9][CH2:10]1.[CH3:29][OH:30].[Na+:23]>>[CH3:1][CH:2]([CH3:3])[N:4]1[CH2:5][CH2:6][N:7]([c:11]2[cH:12][c:13]([O:20][CH3:21])[c:14]([NH2:17])[cH:15][cH:16]2)[CH2:8][CH2:9][CH2:10]1. Starting materials: O1CCCC1 (tetrahydrofuran), Cl.COC(CN)=O (glycine methyl ester hydrochloride), solution, S1SCC(C1)C(=O)O (1,2-dithiolane-4-carboxylic acid), P(=O)(OCC)(OCC)C#N (diethyl cyanophosphate). Solvent: CN(C=O)C (dimethylformamide), C(C)N(CC)CC (triethylamine). Run at time 5 hour. Yields the product S1SCC(C1)C(=O)NCC(=O)OC (Methyl 1,2-dithiolan-4-ylcarbonylaminoacetate). Isolated yield 7.7%. As a reaction SMILES: O1CCCC1.Cl.[CH3:7][O:8][C:9](=[O:12])[CH2:10][NH2:11].[S:13]1[CH2:17][CH:16]([C:18](O)=[O:19])[CH2:15][S:14]1.P(C#N)(OCC)(OCC)=O>CN(C)C=O.C(N(CC)CC)C>[S:13]1[CH2:17][CH:16]([C:18]([NH:11][CH2:10][C:9]([O:8][CH3:7])=[O:12])=[O:19])[CH2:15][S:14]1 |f:1.2|. Procedure: 5 ml of anhydrous tetrahydrofuran, 1.01 ml of triethylamine and 398 mg of glycine methyl ester hydrochloride were added to 5 ml of a solution of 3.3 mmol of 1,2-dithiolane-4-carboxylic acid (prepared as described in Example 96) in anhydrous dimethylformamide, and 0.55 ml of diethyl cyanophosphate was then added to the resulting mixture, whilst ice-cooling, after which the mixture was stirred at room temperature for 5 hours. At the end of this time, the reaction mixture was left to stand at room ...